Dataset: the Open Reaction Database (ORD), a public repository of structured organic reaction records. Task: describe an organic reaction: reactants, conditions, products, and yield Reactants: ice, NC=1C=C(C(=O)O)C=C(C1)C(=O)OC (3-amino-5-(methoxycarbonyl)benzoic acid), Cl (hydrochloric acid), [I-].[K+] (potassium iodide), N(=O)[O-].[Na+] (sodium nitrite), ice. The solvent is O (water), O (water), O (water). Conditions: time 35 minute. The product is IC=1C=C(C(=O)O)C=C(C1)C(=O)OC (3-iodo-5-(methoxycarbonyl)benzoic acid). Yield: 55.1%. RXN SMILES: N[C:2]1[CH:3]=[C:4]([CH:8]=[C:9]([C:11]([O:13][CH3:14])=[O:12])[CH:10]=1)[C:5]([OH:7])=[O:6].Cl.N([O-])=O.[Na+].[I-:20].[K+]>O>[I:20][C:2]1[CH:3]=[C:4]([CH:8]=[C:9]([C:11]([O:13][CH3:14])=[O:12])[CH:10]=1)[C:5]([OH:7])=[O:6] |f:2.3,4.5|. Procedure: To an ice-cold, stirred solution of 3-amino-5-(methoxycarbonyl)benzoic acid (5.19 g, 26.59 mmol) in a 2 N hydrochloric acid (156 mL) was added a solution of sodium nitrite (1.84 g, 26.67 mmol) in water (10.8 mL). This mixture was then added dropwise to an ice-cold, stirred solution of potassium iodide (8.84 g, 53.25 mmol) in water (26.2 mL). After stirring for 35 min, the reaction mixture was diluted with water and extracted with ethyl acetate. The organic layer was washed with 5% aqueous sodium... Starting materials: C=CCOC(=O)N1CCN(c2ccc(-c3ccnc(Nc4cc(Cl)c(Cl)c(Cl)c4)n3)cn2)CC1, CCCC[SnH](CCCC)CCCC, CC(=O)O, ClCCl, [Na+], O=C([O-])O, CN(C)C=O. As a reaction SMILES: [CH2:1]([O:2][C:3](=[O:4])[N:7]1[CH2:8][CH2:9][N:10]([c:13]2[n:14][cH:15][c:16](-[c:19]3[n:20][c:21]([NH:25][c:26]4[cH:27][c:28]([Cl:34])[c:29]([Cl:33])[c:30]([Cl:32])[cH:31]4)[n:22][cH:23][cH:24]3)[cH:17][cH:18]2)[CH2:11][CH2:12]1)[CH:5]=[CH2:6].[CH2:39]([SnH:40]([CH2:41][CH2:42][CH2:43][CH3:44])[CH2:45][CH2:46][CH2:47][CH3:48])[CH2:49][CH2:50][CH3:51].[CH3:35][C:36](=[O:37])[OH:38].[Cl:57][CH2:58][Cl:59].[Na+:56].[O-:52][C:53]([OH:54])=[O:55].[O:60]=[CH:61][N:62]([CH3:63])[CH3:64]>>[NH:7]1[CH2:8][CH2:9][N:10]([c:13]2[n:14][cH:15][c:16](-[c:19]3[n:20][c:21]([NH:25][c:26]4[cH:27][c:28]([Cl:34])[c:29]([Cl:33])[c:30]([Cl:32])[cH:31]4)[n:22][cH:23][cH:24]3)[cH:17][cH:18]2)[CH2:11][CH2:12]1. Yields the product Clc1cc(Nc2nccc(-c3ccc(N4CCNCC4)nc3)n2)cc(Cl)c1Cl. The reactants are C(C)(C)(C)C1=CC=C(C=C1)S(=O)(=O)NC1=C(C=C(C=C1)Cl)N1N=NC2=NC=CC=C21 (4-tert-butyl-N-(4-chloro-2-[1,2,3]triazolo[4,5-b]pyridine-1-yl-phenyl)-benzenesulfonamide). Reagents/catalysts: O=[Pt]=O (PtO2). Solvent: CO (MeOH). Reaction conditions: time 8 hour. Product: C(C)(C)(C)C1=CC=C(C=C1)S(=O)(=O)NC1=C(C=C(C=C1)Cl)N1N=NC=2NCCCC21 (4-tert-butyl-N-[4-chloro-2-(4,5,6,7-tetrahydro-[1,2,3]triazolo[4,5-b]pyridin-1-yl)-phenyl]-benzenesulfonamide). RXN SMILES: [C:1]([C:5]1[CH:10]=[CH:9][C:8]([S:11]([NH:14][C:15]2[CH:20]=[CH:19][C:18]([Cl:21])=[CH:17][C:16]=2[N:22]2[C:30]3[C:25](=[N:26][CH:27]=[CH:28][CH:29]=3)[N:24]=[N:23]2)(=[O:13])=[O:12])=[CH:7][CH:6]=1)([CH3:4])([CH3:3])[CH3:2]>O=[Pt]=O.CO>[C:1]([C:5]1[CH:10]=[CH:9][C:8]([S:11]([NH:14][C:15]2[CH:20]=[CH:19][C:18]([Cl:21])=[CH:17][C:16]=2[N:22]2[C:30]3[CH2:29][CH2:28][CH2:27][NH:26][C:25]=3[N:24]=[N:23]2)(=[O:12])=[O:13])=[CH:7][CH:6]=1)([CH3:4])([CH3:2])[CH3:3]. Procedure details: A 250 mL pressure vessel was charged with 4-tert-butyl-N-(4-chloro-2-[1,2,3]triazolo[4,5-b]pyridine-1-yl-phenyl)-benzenesulfonamide (synthesized according to general procedure G, 100 mg, 0.23 mmol), PtO2 (50 mg, 0.22 mmol), and MeOH (20 mL). The pressure vessel was placed under 60 p.s.i. of H2 and agitated for 8 hours. The reaction mixture was subsequently filtered through celite, concentrated in vacuo, and purified by preparative TLC to afford 4-tert-butyl-N-[4-chloro-2-(4,5,6,7-tetrahydro-[1,2... Reactants: NC=1C(=CC2=C(N(C(S2)=O)C(C)C)C1)F (5-amino-6-fluoro-3-isopropyl-2(3H)-benzothiazolone), C(C)N(C1=CC=CC=C1)CC (N,N-diethyianiline), ClC(=O)OC (methyl chloroformate), resultant mixture. Run in ClCCCl (1,2-dichloroethane). Yields the product FC1=CC2=C(N(C(S2)=O)C(C)C)C=C1NC(=O)OC (6-fluoro-5-methoxycarbonylamino -3-isopropyl-2(3H)-benzothiazolone). Isolated yield 79.6%. As a reaction SMILES: [NH2:1][C:2]1[C:3]([F:15])=[CH:4][C:5]2[S:9][C:8](=[O:10])[N:7]([CH:11]([CH3:13])[CH3:12])[C:6]=2[CH:14]=1.C(N(CC)C1C=CC=CC=1)C.Cl[C:28]([O:30][CH3:31])=[O:29]>ClCCCl>[F:15][C:3]1[C:2]([NH:1][C:28]([O:30][CH3:31])=[O:29])=[CH:14][C:6]2[N:7]([CH:11]([CH3:13])[CH3:12])[C:8](=[O:10])[S:9][C:5]=2[CH:4]=1. Procedure details: A mixture of 5-amino-6-fluoro-3-isopropyl-2(3H)-benzothiazolone (2.1 g), N,N-diethyianiline (1.5 g) and methyl chloroformate (1.0 g) was dissolved in 1,2-dichloroethane (10 g), and the resultant mixture was heated under reflux for 3 hours. After cooling, the reaction mixture was washed with water, and the organic layer was concentrated. The residue was washed with methanol to give 6-fluoro-5-methoxycarbonylamino -3-isopropyl-2(3H)-benzothiazolone (2.1 g). RXN SMILES: [CH3:1][N:2]1[C:10]2[C:5](=[CH:6][C:7]([CH2:11]O)=[CH:8][CH:9]=2)[CH:4]=[C:3]1[CH3:13].[NH:14]1[CH:18]=[C:17]([C:19]([O:21][CH2:22][CH3:23])=[O:20])[CH:16]=[N:15]1.C1(P(C2C=CC=CC=2)C2C=CC=CC=2)C=CC=CC=1.C1(C)C=CC=CC=1>>[CH3:1][N:2]1[C:10]2[C:5](=[CH:6][C:7]([CH2:11][N:14]3[CH:18]=[C:17]([C:19]([O:21][CH2:22][CH3:23])=[O:20])[CH:16]=[N:15]3)=[CH:8][CH:9]=2)[CH:4]=[C:3]1[CH3:13]. Reported procedure: To a solution of (1,2-Dimethyl-1H-indol-5-yl)methanol (crude, 250 mg, 76%, 1.084 mmol), Ethyl 1H-pyrazole-4-carboxylate (266 mg, 1.898 mmol) and Triphenylphosphine (341 mg, 1.3 mmol) in toluene (10.5 ml) Diethyl azodicarboxylate (206 ul, 1.3 mmol) was added at rt. The reaction mixture was stirred at rt for 16 hours. The reaction mixture was quenched with brine and extracted twice with DCM. The combined organic layers were dried over Na2SO4, filtered and concentrated under vacuum. The crude produ... Conditions: time 16 hour. Yields the product CN1C(=CC2=CC(=CC=C12)CN1N=CC(=C1)C(=O)OCC)C (ethyl 1-((1,2-dimethyl-1H-indol-5-yl)methyl)-1H-pyrazole-4-carboxylate). The reactants are CN1C(=CC2=CC(=CC=C12)CO)C ((1,2-Dimethyl-1H-indol-5-yl)methanol), N1N=CC(=C1)C(=O)OCC (Ethyl 1H-pyrazole-4-carboxylate), C1(=CC=CC=C1)P(C1=CC=CC=C1)C1=CC=CC=C1 (Triphenylphosphine), C1(=CC=CC=C1)C (toluene). Starting materials: FC(F)(F)C(OC(=S)n1ccnc1)c1ccccc1Br, CCCC[SnH](CCCC)CCCC, Cc1ccccc1. The product is FC(F)(F)Cc1ccccc1Br. Reaction SMILES: [Br:1][c:2]1[c:3]([CH:8]([C:9]([F:10])([F:11])[F:12])[O:13][C:14]([n:15]2[cH:16][cH:17][n:18][cH:19]2)=[S:20])[cH:4][cH:5][cH:6][cH:7]1.[CH2:21]([SnH:22]([CH2:23][CH2:24][CH2:25][CH3:26])[CH2:27][CH2:28][CH2:29][CH3:30])[CH2:31][CH2:32][CH3:33].[CH3:34][c:35]1[cH:36][cH:37][cH:38][cH:39][cH:40]1>>[Br:1][c:2]1[c:3]([CH2:8][C:9]([F:10])([F:11])[F:12])[cH:4][cH:5][cH:6][cH:7]1. The reactants are [Al+3], CCOC(C)=O, Cc1ncccc1C(C)(C)O, [Cl-], [Cl-], [Cl-], [Na+], [OH-], c1ccccc1. Product: Cc1ncccc1C(C)(C)c1ccccc1. RXN SMILES: [Al+3:2].[CH3:24][CH2:25][O:26][C:27]([CH3:28])=[O:29].[CH3:5][c:6]1[n:7][cH:8][cH:9][cH:10][c:11]1[C:12]([CH3:13])([CH3:14])[OH:15].[Cl-:1].[Cl-:3].[Cl-:4].[Na+:17].[OH-:16].[cH:18]1[cH:19][cH:20][cH:21][cH:22][cH:23]1>>[CH3:5][c:6]1[n:7][cH:8][cH:9][cH:10][c:11]1[C:12]([CH3:13])([CH3:14])[c:18]1[cH:19][cH:20][cH:21][cH:22][cH:23]1. The reactants are Cc1ccc(Br)c(Cl)c1, CCOC(=O)c1ccccc1B1OC(C)(C)C(C)(C)O1, Cc1ccccc1, [K+], [K+], [K+], O, O=P([O-])([O-])[O-], Cl[Pd]Cl, c1ccc(P(c2ccccc2)c2ccccc2)cc1, c1ccc(P(c2ccccc2)c2ccccc2)cc1. Yields the product CCOC(=O)c1ccccc1-c1ccc(C)cc1Cl. Reaction SMILES: [Br:1][c:2]1[c:3]([Cl:9])[cH:4][c:5]([CH3:8])[cH:6][cH:7]1.[CH3:10][C:11]1([CH3:12])[C:13]([CH3:14])([CH3:15])[O:16][B:17]([c:18]2[c:19]([C:20](=[O:21])[O:22][CH2:23][CH3:24])[cH:25][cH:26][cH:27][cH:28]2)[O:29]1.[CH3:30][c:31]1[cH:32][cH:33][cH:34][cH:35][cH:36]1.[K+:42].[K+:43].[K+:44].[OH2:86].[P:37]([O-:38])([O-:39])([O-:40])=[O:41].[Pd:45]([Cl:46])[Cl:47].[c:48]1([P:49]([c:50]2[cH:51][cH:52][cH:53][cH:54][cH:55]2)[c:56]2[cH:57][cH:58][cH:59][cH:60][cH:61]2)[cH:62][cH:63][cH:64][cH:65][cH:66]1.[c:67]1([P:68]([c:69]2[cH:70][cH:71][cH:72][cH:73][cH:74]2)[c:75]2[cH:76][cH:77][cH:78][cH:79][cH:80]2)[cH:81][cH:82][cH:83][cH:84][cH:85]1>>[c:2]1(-[c:18]2[c:19]([C:20](=[O:21])[O:22][CH2:23][CH3:24])[cH:25][cH:26][cH:27][cH:28]2)[c:3]([Cl:9])[cH:4][c:5]([CH3:8])[cH:6][cH:7]1. Reactants: CC=1C(=CC2=C(N=C(O2)N2[C@@H](CCCC2)C(=O)O)C1)C ((2S)-1-[5,6-dimethyl-1,3-benzoxazol-2-yl]-2-piperidinecarboxylic acid), C[C@@H]1N([C@@H](CCC1)C)CCN (2-[(cis)-2,6-dimethyl-1-piperidinyl]ethylamine). Yields the product C[C@@H]1N([C@@H](CCC1)C)CCNC(=O)[C@H]1N(CCCC1)C=1OC2=C(N1)C=C(C(=C2)C)C ((2S)-N2 -2-[(cis)-2,6-Dimethyl-1-piperidinyl]ethyl-1-[5,6-dimethyl-1,3-benzoxazol-2-yl]-2-piperidinecarboxamide), N (ammonia), (2S)-N-2-[(cis)-2,6-dimethyl-1-piperidinyl]ethyl. Procedure: The title compound was prepared by a similar method to Example 1 from (2S)-1-[5,6-dimethyl-1,3-benzoxazol-2-yl]-2-piperidinecarboxylic acid [see Preparation 53] and 2-[(cis)-2,6-dimethyl-1-piperidinyl]ethylamine [J.Med.Chem., 27(5), (1984), 684-691]. The crude product was purified by column chromatography on silica gel, eluting with a solvent gradient of 93:7:1, by volume, dichloromethane:methanol:0.88 aqueous ammonia solution to afford (2S)-N-2-[(cis)-2,6-dimethyl-1-piperidinyl]ethyl-1-[1-(5,6-... Reaction SMILES: [CH3:1][C:2]1[C:3]([CH3:20])=[CH:4][C:5]2[O:9][C:8]([N:10]3[CH2:15][CH2:14][CH2:13][CH2:12][C@H:11]3[C:16]([OH:18])=O)=[N:7][C:6]=2[CH:19]=1.[CH3:21][C@H:22]1[CH2:27][CH2:26][CH2:25][C@@H:24]([CH3:28])[N:23]1[CH2:29][CH2:30][NH2:31]>>[CH3:21][C@H:22]1[CH2:27][CH2:26][CH2:25][C@@H:24]([CH3:28])[N:23]1[CH2:29][CH2:30][NH:31][C:16]([C@@H:11]1[CH2:12][CH2:13][CH2:14][CH2:15][N:10]1[C:8]1[O:9][C:5]2[CH:4]=[C:3]([CH3:20])[C:2]([CH3:1])=[CH:19][C:6]=2[N:7]=1)=[O:18].[NH3:7].